Dataset: the Open Reaction Database (ORD), a public repository of structured organic reaction records. Task: describe an organic reaction: reactants, conditions, products, and yield Starting materials: CC1(OCCO1)C1=CC=C(O1)CN1N=C(C=C1)N (1-[5-(2-methyl-[1,3]dioxolan-2-yl)-furan-2-ylmethyl]-1H-pyrazol-3-ylamine), CC=1OC(=C(N1)C(=O)O)C1=CC(=CC=C1)Cl (2-methyl-5-(3-chloro-phenyl)-oxazole-4-carboxylic acid), 05b. Yields the product C(C)(=O)C1=CC=C(O1)CN1N=C(C=C1)NC(=O)C=1N=C(OC1C1=CC(=CC=C1)Cl)C (5-(3-Chloro-phenyl)-2-methyl-oxazole-4-carboxylic acid [1-(5-acetyl-furan-2-ylmethyl)-1H-pyrazol-3-yl]-amide). Reaction SMILES: [CH3:1][C:2]1([C:7]2[O:11][C:10]([CH2:12][N:13]3[CH:17]=[CH:16][C:15]([NH2:18])=[N:14]3)=[CH:9][CH:8]=2)[O:6]CCO1.[CH3:19][C:20]1[O:21][C:22]([C:28]2[CH:33]=[CH:32][CH:31]=[C:30]([Cl:34])[CH:29]=2)=[C:23]([C:25](O)=[O:26])[N:24]=1>>[C:2]([C:7]1[O:11][C:10]([CH2:12][N:13]2[CH:17]=[CH:16][C:15]([NH:18][C:25]([C:23]3[N:24]=[C:20]([CH3:19])[O:21][C:22]=3[C:28]3[CH:33]=[CH:32][CH:31]=[C:30]([Cl:34])[CH:29]=3)=[O:26])=[N:14]2)=[CH:9][CH:8]=1)(=[O:6])[CH3:1]. Procedure details: Following general procedure B followed by T, starting from 1-[5-(2-methyl-[1,3]dioxolan-2-yl)-furan-2-ylmethyl]-1H-pyrazol-3-ylamine and 2-methyl-5-(3-chloro-phenyl)-oxazole-4-carboxylic acid. LC-MS-conditions 05b (with gradient: 5% B→95% B over 1 min): tR=0.79 min; [M+H]+=425.14.